Dataset: the Open Reaction Database (ORD), a public repository of structured organic reaction records. Task: describe an organic reaction: reactants, conditions, products, and yield Reactants: [Na+], [Na+], [OH-], O, O=S(=O)([O-])c1cccc2cccnc12. The product is Oc1cccc2cccnc12. As a reaction SMILES: [Na+:15].[Na+:17].[OH-:16].[OH2:18].[n:1]1[cH:2][cH:3][cH:4][c:5]2[cH:6][cH:7][cH:8][c:9]([S:11]([O-:12])(=[O:13])=[O:14])[c:10]12>>[n:1]1[cH:2][cH:3][cH:4][c:5]2[cH:6][cH:7][cH:8][c:9]([OH:16])[c:10]12.